Dataset: the Open Reaction Database (ORD), a public repository of structured organic reaction records. Task: describe an organic reaction: reactants, conditions, products, and yield Starting materials: CCO, COC(=O)CCc1ccc(C(c2cc(F)ccc2F)S(=O)(=O)c2ccc(Cl)cc2)nc1, [Li+], [Na+], C1CCOC1, [OH-], O=S(=O)([O-])O. Yields the product O=C(O)CCc1ccc(C(c2cc(F)ccc2F)S(=O)(=O)c2ccc(Cl)cc2)nc1. As a reaction SMILES: [CH3:40][CH2:41][OH:42].[Cl:1][c:2]1[cH:3][cH:4][c:5]([S:8](=[O:9])(=[O:10])[CH:11]([c:12]2[cH:13][cH:14][c:15]([CH2:18][CH2:19][C:20](=[O:21])[O:22][CH3:23])[cH:16][n:17]2)[c:24]2[c:25]([F:31])[cH:26][cH:27][c:28]([F:30])[cH:29]2)[cH:6][cH:7]1.[Li+:32].[Na+:39].[O:43]1[CH2:44][CH2:45][CH2:46][CH2:47]1.[OH-:33].[S:34](=[O:35])(=[O:36])([OH:37])[O-:38]>>[Cl:1][c:2]1[cH:3][cH:4][c:5]([S:8](=[O:9])(=[O:10])[CH:11]([c:12]2[cH:13][cH:14][c:15]([CH2:18][CH2:19][C:20](=[O:21])[OH:22])[cH:16][n:17]2)[c:24]2[c:25]([F:31])[cH:26][cH:27][c:28]([F:30])[cH:29]2)[cH:6][cH:7]1.